This data is from the Open Reaction Database (ORD), a public repository of structured organic reaction records. The task is: describe an organic reaction: reactants, conditions, products, and yield Reactants: CC#N, CC(C)N1C(=O)C(Cl)=C(c2ccccc2)S1(=O)=O, Nc1ccc(N2CCCCC2)cc1. Product: CC(C)N1C(=O)C(Nc2ccc(N3CCCCC3)cc2)=C(c2ccccc2)S1(=O)=O. As a reaction SMILES: [CH3:32][C:33]#[N:34].[Cl:1][C:2]1=[C:6]([c:7]2[cH:8][cH:9][cH:10][cH:11][cH:12]2)[S:5](=[O:13])(=[O:14])[N:4]([CH:15]([CH3:16])[CH3:17])[C:3]1=[O:18].[N:19]1([c:25]2[cH:26][cH:27][c:28]([NH2:31])[cH:29][cH:30]2)[CH2:20][CH2:21][CH2:22][CH2:23][CH2:24]1>>[C:2]1([NH:31][c:28]2[cH:27][cH:26][c:25]([N:19]3[CH2:20][CH2:21][CH2:22][CH2:23][CH2:24]3)[cH:30][cH:29]2)=[C:6]([c:7]2[cH:8][cH:9][cH:10][cH:11][cH:12]2)[S:5](=[O:13])(=[O:14])[N:4]([CH:15]([CH3:16])[CH3:17])[C:3]1=[O:18]. Starting materials: solution, ClC=1C=CC(=C(C1)S(=O)(=O)N=C=O)C(=O)OC(C)C (5-chloro-2-(i-propoxycarbonyl)benzenesulfonyl isocyanate), NC1=NC(=NC(=N1)OC)C(F)(F)F (2-amino-4-methoxy-6-trifluoromethyl-1, 3,5-triazine). Solvent: ClCCCl (1,2-dichloroethane), ClCCCl (1,2-dichloroethane). Conditions: temperature 25 celsius, time 16 hour. Yields the product ClC1=CC(=C(C(=O)OC(C)C)C=C1)S(=O)(=O)NC(=O)NC1=NC(=NC(=N1)OC)C(F)(F)F (i-Propyl 4-chloro-2-[3-(4-methoxy-6 -trifluoromethyl-1,3,5-triazin-2-yl)ureidosulfonyl]benzoate). The yield is 70.0%. Reaction SMILES: [Cl:1][C:2]1[CH:3]=[CH:4][C:5]([C:14]([O:16][CH:17]([CH3:19])[CH3:18])=[O:15])=[C:6]([S:8]([N:11]=[C:12]=[O:13])(=[O:10])=[O:9])[CH:7]=1.[NH2:20][C:21]1[N:26]=[C:25]([O:27][CH3:28])[N:24]=[C:23]([C:29]([F:32])([F:31])[F:30])[N:22]=1>ClCCCl>[Cl:1][C:2]1[CH:3]=[CH:4][C:5]([C:14]([O:16][CH:17]([CH3:19])[CH3:18])=[O:15])=[C:6]([S:8]([NH:11][C:12]([NH:20][C:21]2[N:26]=[C:25]([O:27][CH3:28])[N:24]=[C:23]([C:29]([F:32])([F:31])[F:30])[N:22]=2)=[O:13])(=[O:9])=[O:10])[CH:7]=1. Procedure details: 19.6 g of a solution of 6.1 g of 5-chloro-2-(i-propoxycarbonyl)benzenesulfonyl isocyanate (20 mmol) in 1,2-dichloroethane are added dropwise to a solution of 3.9 g of 2-amino-4-methoxy-6-trifluoromethyl-1, 3,5-triazine (20 mmol) in 150 ml of 1,2-dichloroethane at 25° C. The mixture is stirred at 25° C. for 16 h and then at 50° C. for 3 h. After removal of volatiles under waterpump vacuum at 60° C., the residue is extracted with 200 ml of a mixture of tert-butyl methyl ether and diethyl ether. Th... Starting materials: ClC1=C(C=NC2=CC=CC=C12)N=CN(C)C (N′-(4-chloroquinolin-3-yl)-N,N-dimethylimidoformamide), Cl.CON (O-methylhydroxylamine hydrochloride), Cl.CON (O-methylhydroxylamine hydrochloride). Solvent: C(C)O (ethanol). The product is CON1C=NC=2C=NC=3C=CC=CC3C21 (1-Methoxy-1H-imidazo[4,5-c]quinoline). Isolated yield 39.9%. As a reaction SMILES: Cl[C:2]1[C:11]2[C:6](=[CH:7][CH:8]=[CH:9][CH:10]=2)[N:5]=[CH:4][C:3]=1[N:12]=[CH:13][N:14](C)C.Cl.[CH3:18][O:19]N>C(O)C>[CH3:18][O:19][N:14]1[C:2]2[C:11]3[CH:10]=[CH:9][CH:8]=[CH:7][C:6]=3[N:5]=[CH:4][C:3]=2[N:12]=[CH:13]1 |f:1.2|. Procedure: A solution of N′-(4-chloroquinolin-3-yl)-N,N-dimethylimidoformamide (10.9 g, 46.6 mmol) and O-methylhydroxylamine hydrochloride (3.9 g, 47 mmol) in ethanol (100 mL) was heated at reflux for 4.5 hours. An analysis by LC/MS indicated the reaction was incomplete, and additional O-methylhydroxylamine hydrochloride (2.0 g, 24 mmol) was added. The reaction was heated at reflux overnight, allowed to cool to room temperature, and concentrated under reduced pressure. The work-up and purification procedur... Reactants: CNC(=O)C=1N(C(=C2C=C(C=CC12)Cl)C1=CC=CC=C1)C (5-chloro-2-methyl-3-phenylisoindole-1-carboxylic acid methylamide), CN(C=O)C (dimethylformamide), CN(C=O)C (dimethylformamide), potassium tert. butylate, CCOCC (ether). Conditions: temperature 100 celsius. Product: OCCCN(C(=O)C=1N(C(=C2C=C(C=CC12)Cl)C1=CC=CC=C1)C)C (5-chloro-2-methyl-3-phenylisoindole-1-carboxylic acid (3-hydroxypropyl)methylamide). RXN SMILES: [CH3:1][NH:2][C:3]([C:5]1[N:6]([CH3:21])[C:7]([C:15]2[CH:20]=[CH:19][CH:18]=[CH:17][CH:16]=2)=[C:8]2[C:13]=1[CH:12]=[CH:11][C:10]([Cl:14])=[CH:9]2)=[O:4].[CH3:22][CH2:23][O:24]CC.[CH3:27]N(C)C=O>>[OH:24][CH2:23][CH2:22][CH2:1][N:2]([CH3:27])[C:3]([C:5]1[N:6]([CH3:21])[C:7]([C:15]2[CH:20]=[CH:19][CH:18]=[CH:17][CH:16]=2)=[C:8]2[C:13]=1[CH:12]=[CH:11][C:10]([Cl:14])=[CH:9]2)=[O:4]. Procedure: A suspension of 30.0 g. of 5-chloro-2-methyl-3-phenylisoindole-1-carboxylic acid methylamide in 380 ml. of dimethylformamide is treated under an atmosphere of argon with 16.8 g. of potassium tert. butylate and the mixture is stirred in an ice-bath for 15 minutes. At 10°-15° C. there is then added a solution of 44.5 g. of (3-bromopropyl) [tetrahydropyranyl-(2)] ether in 30 ml. of dimethylformamide, the mixture is then stirred at 20°-25° C. for 30 minutes and subsequently heated to 100° C. for 30 ... Reactants: CSC1=NC=2C(=NC=CC2)N1 (2-(methylthio)-3H-imidazo[4,5-b]pyridine), BrCCOC (1-bromo-2-methoxyethane), O (water). Solvent: CN(C)C=O (DMF). Reaction conditions: temperature 80 celsius, time 3 hour. Yields the product COCCN1C(=NC=2C1=NC=CC2)SC (3-(2-Methoxyethyl)-2-(methylsulfanyl)-3H-imidazo[4,5-b]pyridine). Yield: 37.0%. RXN SMILES: [CH3:1][S:2][C:3]1[NH:11][C:6]2=[N:7][CH:8]=[CH:9][CH:10]=[C:5]2[N:4]=1.Br[CH2:13][CH2:14][O:15][CH3:16].O>CN(C=O)C>[CH3:16][O:15][CH2:14][CH2:13][N:11]1[C:6]2=[N:7][CH:8]=[CH:9][CH:10]=[C:5]2[N:4]=[C:3]1[S:2][CH3:1]. Reported procedure: A mixture of 2-(methylthio)-3H-imidazo[4,5-b]pyridine (400 mg) and 1-bromo-2-methoxyethane (370 mg) in DMF (7 mL) was stirred at 80° C. for 3 h, treated with water, and extracted with AcOEt. The organic layer was dried over MgSO4 and concentrated under reduced pressure. The residue was purified by silica gel column chromatography (AcOEt/hexane) to give the title compound (200 mg). Reactants: CN(C)CCc1ccc([N+](=O)[O-])c2[nH]ncc12, C1CCOC1. Product: CN(C)CCc1ccc(N)c2[nH]ncc12. RXN SMILES: [CH3:1][N:2]([CH2:3][CH2:4][c:5]1[c:6]2[cH:7][n:8][nH:9][c:10]2[c:11]([N+:14]([O-:15])=[O:16])[cH:12][cH:13]1)[CH3:17].[O:18]1[CH2:19][CH2:20][CH2:21][CH2:22]1>>[CH3:1][N:2]([CH2:3][CH2:4][c:5]1[c:6]2[cH:7][n:8][nH:9][c:10]2[c:11]([NH2:14])[cH:12][cH:13]1)[CH3:17].